From a dataset of the Open Reaction Database (ORD), a public repository of structured organic reaction records. describe an organic reaction: reactants, conditions, products, and yield Reactants: CC1=C2CC(NC2=C(C=C1)C)C(=O)OC (methyl 4,7-dimethylindoline-2-carboxylate), sodium tungstate-dihydrate, C([O-])([O-])=O.[K+].[K+] (potassium carbonate), S(=O)(=O)(OC)OC (dimethyl sulfate), OO (hydrogen peroxide), ice water. Solvent: CO (methanol). Run at temperature 0 celsius, time 3 hour. Product: CON1C(=CC2=C(C=CC(=C12)C)C)C(=O)OC (methyl 1-methoxy-4,7-dimethylindole-2-carboxylate). The yield is 35.0%. RXN SMILES: [CH3:1][C:2]1[CH:10]=[CH:9][C:8]([CH3:11])=[C:7]2[C:3]=1[CH2:4][CH:5]([C:12]([O:14][CH3:15])=[O:13])[NH:6]2.OO.[C:18](=O)([O-])[O-:19].[K+].[K+].S(OC)(OC)(=O)=O>CO>[CH3:18][O:19][N:6]1[C:7]2[C:3](=[C:2]([CH3:1])[CH:10]=[CH:9][C:8]=2[CH3:11])[CH:4]=[C:5]1[C:12]([O:14][CH3:15])=[O:13] |f:2.3.4|. Procedure: A flask was charged with 1.0 g (4.9 mmol) of methyl 4,7-dimethylindoline-2-carboxylate and 64 mg (0.193 mmol) of sodium tungstate-dihydrate, and the air in the reaction system was substituted with nitrogen. After 15 ml of methanol was added and the reaction mixture was cooled to 0° C., 1.25 g of 30% aqueous hydrogen peroxide solution was added and the reaction mixture was stirred for 3 hours. Then 1.1 g of potassium carbonate and 0.68 g of dimethyl sulfate were added dropwise and the reaction mi... Solvent: COCCOC (1,2-dimethoxyethane). Reactants: C(C)(=O)OCC(CCC1=C(C=C(C=C1)B1OCC(CO1)(C)C)Cl)(COC(C)=O)NC(C)=O (N-{1,1-bis(acetoxymethyl)-3-[2-chloro-4-(5,5-dimethyl-1,3,2-dioxaborinan-2-yl)phenyl]propyl}acetamide), BrC1=CC(=C(C=C1)I)F (1-bromo-3-fluoro-4-iodobenzene), C(O)([O-])=O.[Na+] (sodium hydrogen carbonate), tetrakistriphenylphosphine palladium, O (water). Isolated yield 56.1%. Procedure details: A mixed solution of N-{1,1-bis(acetoxymethyl)-3-[2-chloro-4-(5,5-dimethyl-1,3,2-dioxaborinan-2-yl)phenyl]propyl}acetamide (2.05 g) of Reference Example 22, 1-bromo-3-fluoro-4-iodobenzene (1.39 g), sodium hydrogen carbonate (2.02 g) and tetrakistriphenylphosphine palladium (51 mg) in 1,2-dimethoxyethane (30 mL)-water (10 mL) was stirred at 100° C. for 9 hr. The reaction mixture was extracted with ethyl acetate, washed with saturated brine, and dried over anhydrous sodium sulfate. The solvent was ... Conditions: time 1 day. Reaction SMILES: [C:1]([O:4][CH2:5][C:6]([NH:29][C:30](=[O:32])[CH3:31])([CH2:24][O:25][C:26](=[O:28])[CH3:27])[CH2:7][CH2:8][C:9]1[CH:14]=[CH:13][C:12](B2OCC(C)(C)CO2)=[CH:11][C:10]=1[Cl:23])(=[O:3])[CH3:2].[Br:33][C:34]1[CH:39]=[CH:38][C:37](I)=[C:36]([F:41])[CH:35]=1.C(=O)([O-])O.[Na+].O>COCCOC>[C:26]([O:25][CH2:24][C:6]([NH:29][C:30](=[O:32])[CH3:31])([CH2:5][O:4][C:1](=[O:3])[CH3:2])[CH2:7][CH2:8][C:9]1[CH:14]=[CH:13][C:12]([C:37]2[CH:38]=[CH:39][C:34]([Br:33])=[CH:35][C:36]=2[F:41])=[CH:11][C:10]=1[Cl:23])(=[O:28])[CH3:27] |f:2.3|. Product: C(C)(=O)OCC(CCC1=C(C=C(C=C1)C1=C(C=C(C=C1)Br)F)Cl)(COC(C)=O)NC(C)=O (N-[1,1-bis(acetoxymethyl)-3-(4′-bromo-3-chloro-2′-fluorobiphenyl-4-yl)propyl]acetamide). Reactants: CCCCBr, CO, CCOCC, OC(CS)(Cn1ccnc1)c1ccc(Cl)cc1Cl, Cl, [Na+], [OH-]. The product is CCCCSCC(O)(Cn1ccnc1)c1ccc(Cl)cc1Cl, Cl. Reaction SMILES: [CH2:3]([CH2:4][CH2:5][CH3:6])[Br:7].[CH3:27][OH:28].[CH3:29][CH2:30][O:31][CH2:32][CH3:33].[Cl:8][c:9]1[c:10]([C:16]([CH2:17][n:18]2[cH:19][n:20][cH:21][cH:22]2)([CH2:23][SH:24])[OH:25])[cH:11][cH:12][c:13]([Cl:15])[cH:14]1.[ClH:26].[Na+:2].[OH-:1]>>[CH2:3]([CH2:4][CH2:5][CH3:6])[S:24][CH2:23][C:16]([c:10]1[c:9]([Cl:8])[cH:14][c:13]([Cl:15])[cH:12][cH:11]1)([CH2:17][n:18]1[cH:19][n:20][cH:21][cH:22]1)[OH:25].[ClH:26]. Reactants: FC1=C(C=CC=C1)N1S(NC2=C(C1)C=CC=C2)(=O)=O (3-(2-fluorophenyl)-3,4-dihydro-1H-2,1,3-benzothiadiazine 2,2-dioxide), BrC(CO)CC (2-bromobutanol). Yields the product BrCCN1S(N(CC2=C1C=CC=C2)C2=C(C=CC=C2)F)(=O)=O (1-(2-bromoethyl)-3-(2-fluorophenyl)-3,4-dihydro-1H-2,1,3-benzothiadiazine 2,2-dioxide). The yield is 48.3%. RXN SMILES: [F:1][C:2]1[CH:7]=[CH:6][CH:5]=[CH:4][C:3]=1[N:8]1[CH2:13][C:12]2[CH:14]=[CH:15][CH:16]=[CH:17][C:11]=2[NH:10][S:9]1(=[O:19])=[O:18].[Br:20][CH:21](CC)[CH2:22]O>>[Br:20][CH2:21][CH2:22][N:10]1[C:11]2[CH:17]=[CH:16][CH:15]=[CH:14][C:12]=2[CH2:13][N:8]([C:3]2[CH:4]=[CH:5][CH:6]=[CH:7][C:2]=2[F:1])[S:9]1(=[O:19])=[O:18]. Reported procedure: In an analogous manner to example 25, step 4, 3-(2-fluorophenyl)-3,4-dihydro-1H-2,1,3-benzothiadiazine 2,2-dioxide (0.24 g, 0.86 mmol) was treated with 2-bromobutanol (0.073 mL g, 1.0 mmol) to give 1-(2-bromoethyl)-3-(2-fluorophenyl)-3,4-dihydro-1H-2,1,3-benzothiadiazine 2,2-dioxide (0.16 g, 48%).